Dataset: the Open Reaction Database (ORD), a public repository of structured organic reaction records. Task: describe an organic reaction: reactants, conditions, products, and yield Reactants: C(=O)(OC(Cl)(Cl)Cl)OC(Cl)(Cl)Cl (tri-phosgene), NC1=C(C(=O)NC)C=CC(=C1Br)F (2-amino-3-bromo-4-fluoro-N-methylbenzamide), O (water). Run in C(Cl)Cl (DCM). Run at time 5 hour. The product is BrC=1C(=CC=C2C(N(C(NC12)=O)C)=O)F (8-bromo-7-fluoro-3-methylquinazoline-2,4(1H,3H)-dione). Yield: 100.0%. RXN SMILES: [C:1](OC(Cl)(Cl)Cl)(OC(Cl)(Cl)Cl)=O.[NH2:13][C:14]1[C:23]([Br:24])=[C:22]([F:25])[CH:21]=[CH:20][C:15]=1[C:16]([NH:18][CH3:19])=[O:17].[OH2:26]>C(Cl)Cl>[Br:24][C:23]1[C:22]([F:25])=[CH:21][CH:20]=[C:15]2[C:14]=1[NH:13][C:19](=[O:26])[N:18]([CH3:1])[C:16]2=[O:17]. Procedure: A mixture of tri-phosgene (Aldrich, St. Louis, Mo.; 0.233 g, 0.784 mmol) and 2-amino-3-bromo-4-fluoro-N-methylbenzamide (720a; 0.57 g, 2.30 mmol) in 23 mL anhydrous DCM was fitted with a water-cooled reflux condenser and drying tube, and heated to reflux overnight. LCMS indicated the reaction was about 85% conversion. Additional triphosgene (0.075 g) was added and heating continued for 5 h. The reaction was cooled and concentrated in vacuo to give 8-bromo-7-fluoro-3-methylquinazoline-2,4(1H,3H)-... Reactants: CC(=O)Nc1ccc(-c2nc3ccccc3s2)cc1, COc1ccc(P2(=S)SP(=S)(c3ccc(OC)cc3)S2)cc1, O. Yields the product CC(=S)Nc1ccc(-c2nc3ccccc3s2)cc1. Reaction SMILES: [C:1]([CH3:2])(=[O:3])[NH:4][c:5]1[cH:6][cH:7][c:8](-[c:11]2[s:12][c:13]3[c:14]([n:15]2)[cH:16][cH:17][cH:18][cH:19]3)[cH:9][cH:10]1.[CH3:20][O:21][c:22]1[cH:23][cH:24][c:25]([P:26]2(=[S:29])[S:27][P:28]([c:30]3[cH:31][cH:32][c:33]([O:34][CH3:35])[cH:36][cH:37]3)(=[S:38])[S:39]2)[cH:40][cH:41]1.[OH2:42]>>[C:1]([CH3:2])([NH:4][c:5]1[cH:6][cH:7][c:8](-[c:11]2[s:12][c:13]3[c:14]([n:15]2)[cH:16][cH:17][cH:18][cH:19]3)[cH:9][cH:10]1)=[S:29]. The reactants are ClC=1N=C(N(C1C(=O)O)COCC[Si](C)(C)C)S(=O)(=O)N(C)C (4-chloro-2-[(dimethylamino)sulfonyl]-1-({[2-(trimethylsilyl)ethyl]oxy}methyl)-1H-imidazole-5-carboxylic acid), NCC=1C(=C(C(=CC1)Cl)OC=1C=C(C#N)C=C(C1)Cl)F (3-{[3-(aminomethyl)-6-chloro-2-fluorophenyl]oxy}-5-chlorobenzonitrile). Product: ClC=1N=C(NC1C(=O)NCC1=C(C(=C(C=C1)Cl)OC1=CC(=CC(=C1)C#N)Cl)F)S(=O)(=O)N(C)C (4-chloro-N-({4-chloro-3-[(3-chloro-5-cyanophenyl)oxy]-2-fluorophenyl}methyl)-2-[(dimethylamino)sulfonyl]-1H-imidazole-5-carboxamide). Yield: 59.4%. Reaction SMILES: [Cl:1][C:2]1[N:3]=[C:4]([S:18]([N:21]([CH3:23])[CH3:22])(=[O:20])=[O:19])[N:5](COCC[Si](C)(C)C)[C:6]=1[C:7]([OH:9])=O.[NH2:24][CH2:25][C:26]1[C:27]([F:43])=[C:28]([O:33][C:34]2[CH:35]=[C:36]([CH:39]=[C:40]([Cl:42])[CH:41]=2)[C:37]#[N:38])[C:29]([Cl:32])=[CH:30][CH:31]=1>>[Cl:1][C:2]1[N:3]=[C:4]([S:18]([N:21]([CH3:22])[CH3:23])(=[O:19])=[O:20])[NH:5][C:6]=1[C:7]([NH:24][CH2:25][C:26]1[CH:31]=[CH:30][C:29]([Cl:32])=[C:28]([O:33][C:34]2[CH:35]=[C:36]([C:37]#[N:38])[CH:39]=[C:40]([Cl:42])[CH:41]=2)[C:27]=1[F:43])=[O:9]. Reported procedure: 4-chloro-2-[(dimethylamino)sulfonyl]-1-({[2-(trimethylsilyl)ethyl]oxy}methyl)-1H-imidazole-5-carboxylic acid (0.12 mmol) and 3-{[3-(aminomethyl)-6-chloro-2-fluorophenyl]oxy}-5-chlorobenzonitrile (0.045 g, 0.14 mmol) were employed using a procedure similar to that described herein to provide the title compound (0.039 g, 59%) as a white solid after deprotection and purification by Reverse-Phase HPLC (water:acetonitrile with 0.1% formic acid). 1H NMR (400 MHz, METHANOL-d4) δ ppm 7.54 (s, 1H), 7.34-... Starting materials: Cc1ncc(NC(=O)C2(c3ccc4c(c3)OCO4)CC2)cc1Br, Cc1ncc(NC(=O)C2(c3ccc4c(c3)OCO4)CC2)cc1-c1ccccc1, NS(=O)(=O)c1cccc(B(O)O)c1. Product: Cc1ncc(NC(=O)C2(c3ccc4c(c3)OCO4)CC2)cc1-c1cccc(S(N)(=O)=O)c1. As a reaction SMILES: [O:14]1[CH2:15][O:16][c:17]2[c:18]1[cH:19][cH:20][c:21]([C:23]1([C:26](=[O:27])[NH:28][c:29]3[cH:30][n:31][c:32]([CH3:36])[c:33]([Br:35])[cH:34]3)[CH2:24][CH2:25]1)[cH:22]2.[O:37]1[c:38]2[cH:39][cH:40][c:41]([C:42]3([C:43]([NH:44][c:45]4[cH:46][n:47][c:48]([CH3:49])[c:50](-[c:51]5[cH:52][cH:53][cH:54][cH:55][cH:56]5)[cH:57]4)=[O:58])[CH2:59][CH2:60]3)[cH:61][c:62]2[O:63][CH2:64]1.[S:1]([NH2:2])(=[O:3])(=[O:4])[c:5]1[cH:6][c:7]([B:11]([OH:12])[OH:13])[cH:8][cH:9][cH:10]1>>[S:1]([NH2:2])(=[O:3])(=[O:4])[c:5]1[cH:6][c:7](-[c:33]2[c:32]([CH3:36])[n:31][cH:30][c:29]([NH:28][C:26]([C:23]3([c:21]4[cH:20][cH:19][c:18]5[c:17]([cH:22]4)[O:16][CH2:15][O:14]5)[CH2:24][CH2:25]3)=[O:27])[cH:34]2)[cH:8][cH:9][cH:10]1.